From a dataset of the Open Reaction Database (ORD), a public repository of structured organic reaction records. describe an organic reaction: reactants, conditions, products, and yield Starting materials: C1(CCCCC1)CCC#N (3-Cyclohexylpropionitrile), NNC(=S)N (thiosemicarbazide), ice water, N (ammonia). The solvent is FC(C(=O)O)(F)F (trifluoroacetic acid). Reaction conditions: time 4 hour. Yields the product C1(CCCCC1)CCC1=NN=C(S1)N (5-(2-Cyclohexylethyl)-1,3,4-thiadiazol-2-amine). Isolated yield 70.8%. As a reaction SMILES: [CH:1]1([CH2:7][CH2:8][C:9]#[N:10])[CH2:6][CH2:5][CH2:4][CH2:3][CH2:2]1.N[NH:12][C:13]([NH2:15])=[S:14].N>FC(F)(F)C(O)=O>[CH:1]1([CH2:7][CH2:8][C:9]2[S:14][C:13]([NH2:15])=[N:12][N:10]=2)[CH2:6][CH2:5][CH2:4][CH2:3][CH2:2]1. Procedure: 3-Cyclohexylpropionitrile (181 g) and 120 g of thiosemicarbazide were dissolved in 40 ml of trifluoroacetic acid, followed by stirring at a bath temperature of 70° to 80° C. for 4 hours. The reaction mixture was poured into ice-water, and 500 ml of concentrated aqueous ammonia was added thereto, followed by stirring at room temperature for 1.5 hours. The resulting precipitate was collected by filtration and washed with successive, small amounts of ethanol and diethyl ether to obtain 197 g of the...